Dataset: the Open Reaction Database (ORD), a public repository of structured organic reaction records. Task: describe an organic reaction: reactants, conditions, products, and yield The reactants are [H-].[Al+3].[Li+].[H-].[H-].[H-] (lithium aluminum hydride), C(C1=CC=CC=C1)C1N(CCCCC1)C(=O)C1CC1 (2-benzyl-1-cyclopropylcarbonylperhydroazepine), [H-].[Al+3].[Li+].[H-].[H-].[H-] (lithium aluminum hydride). Run in O1CCCC1 (tetrahydrofuran), O1CCCC1 (tetrahydrofuran). Reaction conditions: time 3.5 hour. Yields the product C(C1=CC=CC=C1)C1N(CCCCC1)CC1CC1 (2-benzyl-1-cyclopropylmethylperhydroazepine). Yield: 69.2%. Reaction SMILES: [H-].[Al+3].[Li+].[H-].[H-].[H-].[CH2:7]([CH:14]1[CH2:20][CH2:19][CH2:18][CH2:17][CH2:16][N:15]1[C:21]([CH:23]1[CH2:25][CH2:24]1)=O)[C:8]1[CH:13]=[CH:12][CH:11]=[CH:10][CH:9]=1>O1CCCC1>[CH2:7]([CH:14]1[CH2:20][CH2:19][CH2:18][CH2:17][CH2:16][N:15]1[CH2:21][CH:23]1[CH2:25][CH2:24]1)[C:8]1[CH:13]=[CH:12][CH:11]=[CH:10][CH:9]=1 |f:0.1.2.3.4.5|. Reported procedure: Dissolve in 9.0 g of the title compound of Example 28 in 80 ml of tetrahydrofuran. Add the resulting solution (drop by drop over a period of 10 minutes while stirring at 0°) to a suspension of 1.30 g of lithium aluminum hydride (=lithium hydridoaluminate) in 30 ml of tetrahydrofuran. Then boil the prepared admixture for 1.5 hours under reflux before adding a further 2.0 g of lithium aluminum hydride thereto and boiling for a further 3.5 hours under reflux. Cool the refluxed product to ambient te... RXN SMILES: [CH3:22][O:23][c:24]1[cH:25][cH:26][c:27]([P:28]2(=[S:29])[S:30][P:32](=[S:33])([c:34]3[cH:35][cH:36][c:37]([O:38][CH3:39])[cH:40][cH:41]3)[S:31]2)[cH:42][cH:43]1.[CH3:44][c:45]1[cH:46][cH:47][cH:48][cH:49][cH:50]1.[o:1]1[c:2]([CH2:10][CH2:11][c:12]2[c:13](=[O:21])[nH:14][c:15]([CH3:20])[c:16]([CH2:18][CH3:19])[cH:17]2)[n:3][c:4]2[c:5]1[cH:6][cH:7][cH:8][cH:9]2>>[o:1]1[c:2]([CH2:10][CH2:11][c:12]2[c:13](=[S:31])[nH:14][c:15]([CH3:20])[c:16]([CH2:18][CH3:19])[cH:17]2)[n:3][c:4]2[c:5]1[cH:6][cH:7][cH:8][cH:9]2. The product is CCc1cc(CCc2nc3ccccc3o2)c(=S)[nH]c1C. Reactants: COc1ccc(P2(=S)SP(=S)(c3ccc(OC)cc3)S2)cc1, Cc1ccccc1, CCc1cc(CCc2nc3ccccc3o2)c(=O)[nH]c1C. Starting materials: OC1=CC=C(C(=O)O)C=C1 (p-hydroxybenzoic acid), C([O-])([O-])=O.[K+].[K+] (potassium carbonate), S(=O)(OC)OC (dimethyl sulfite). Run at temperature 100 celsius. Product: COC1=CC=C(C(=O)OC)C=C1 (methyl p-methoxybenzoate). The yield is 110.0%. Reaction SMILES: [OH:1][C:2]1[CH:10]=[CH:9][C:5]([C:6](O)=[O:7])=[CH:4][CH:3]=1.[C:11](=O)([O-])[O-].[K+].[K+].S([O:21][CH3:22])(OC)=O>>[CH3:11][O:1][C:2]1[CH:10]=[CH:9][C:5]([C:6]([O:21][CH3:22])=[O:7])=[CH:4][CH:3]=1 |f:1.2.3|. Reported procedure: To a 100 ml three-necked flask equipped for reflux and fitted with a mechanical stirrer was added 2.0 g (0.014 mol) of p-hydroxybenzoic acid, 1.0 g (0.007 mol) of potassium carbonate, and 5.0 ml (0.059 mol) of dimethyl sulfite. The mixture was heated at 100° C. for four hours and then quenched with 15 ml of water. The organics were taken up with methylene chloride and washed sequentially with 12% caustic solution and water. The extracts were concentrated in vacuo to give 1.28 g (55) of methyl p-... Reactants: P(=O)(Cl)(Cl)Cl (phosphorus oxychloride), C1=CC=CC=C1 (benzene), COC1=CC=C(C=C1)C(C(C(=O)OCC)C)(O)C1=CC=C(C=C1)OC (ethyl 3,3-bis(4-methoxyphenyl)-3-hydroxy-2-methylpropionate). The solvent is O (water). Conditions: time 3 hour. Product: COC1=CC=C(C=C1)C(=C(C(=O)OCC)C)C1=CC=C(C=C1)OC (Ethyl 3,3-bis(4-methoxyphenyl)-2-methylacrylate). Yield: 90.8%. As a reaction SMILES: P(Cl)(Cl)(Cl)=O.C1C=CC=CC=1.[CH3:12][O:13][C:14]1[CH:19]=[CH:18][C:17]([C:20]([C:29]2[CH:34]=[CH:33][C:32]([O:35][CH3:36])=[CH:31][CH:30]=2)(O)[CH:21]([CH3:27])[C:22]([O:24][CH2:25][CH3:26])=[O:23])=[CH:16][CH:15]=1>O>[CH3:36][O:35][C:32]1[CH:33]=[CH:34][C:29]([C:20]([C:17]2[CH:16]=[CH:15][C:14]([O:13][CH3:12])=[CH:19][CH:18]=2)=[C:21]([CH3:27])[C:22]([O:24][CH2:25][CH3:26])=[O:23])=[CH:30][CH:31]=1. Procedure details: 4.10 ml of phosphorus oxychloride were dropped at from 5° to 10° C. onto 140 ml of a benzene solution containing 7.02 g of ethyl 3,3-bis(4-methoxyphenyl)-3-hydroxy-2-methylpropionate (prepared as described in Preparation 106) on an ice bath. The reaction solution was then stirred for 3 hours at room temperature, after which it was poured into water and then extracted with diethyl ether three times. The combined ethereal extracts were washed with a saturated aqueous solution of sodium bicarbonate... Conditions: temperature 112.5 celsius, time 1 hour. Procedure: In 86 mL of dimethyl sulfoxide was dissolved 4.3 g of N-(5-bromo-3-cyano-2-pyrazinyl)benzamide. After adding 8.3 g of potassium fluoride, the mixture thus obtained was stirred at 110-115° C. for one hour. The reaction mixture was returned to room temperature, a mixture of 100 mL of ethyl acetate and 200 mL of water was added, and the organic layer was separated. The organic layer thus obtained was washed successively with water and saturated aqueous solution of sodium chloride, treated with acti... Reactants: [F-].[K+] (potassium fluoride), C(C)(=O)OCC (ethyl acetate), O (water), BrC=1N=C(C(=NC1)NC(C1=CC=CC=C1)=O)C#N (N-(5-bromo-3-cyano-2-pyrazinyl)benzamide). The yield is 13.7%. Product: C(#N)C=1C(=NC=C(N1)F)NC(C1=CC=CC=C1)=O (N-(3-cyano-5-fluoro-2-pyrazinyl)benzamide). The solvent is CS(=O)C (dimethyl sulfoxide). As a reaction SMILES: Br[C:2]1[N:3]=[C:4]([C:17]#[N:18])[C:5]([NH:8][C:9](=[O:16])[C:10]2[CH:15]=[CH:14][CH:13]=[CH:12][CH:11]=2)=[N:6][CH:7]=1.[F-:19].[K+].C(OCC)(=O)C.O>CS(C)=O>[C:17]([C:4]1[C:5]([NH:8][C:9](=[O:16])[C:10]2[CH:15]=[CH:14][CH:13]=[CH:12][CH:11]=2)=[N:6][CH:7]=[C:2]([F:19])[N:3]=1)#[N:18] |f:1.2|. Reactants: ON=C(C1=CN=CC=C1)N (N′-Hydroxynicotinimidamide), C(C)(C)(C)OC(=O)C=1C=C(C(=O)O)C=CC1 (3-(tert-butoxycarbonyl)benzoic acid), N (NH3). Product: N1=CC(=CC=C1)C1=NOC(=N1)C=1C=C(C(=O)OC(C)(C)C)C=CC1 (tert-butyl 3-(3-(pyridin-3-yl)-1,2,4-oxadiazol-5-yl)benzoate). RXN SMILES: [OH:1][N:2]=[C:3]([NH2:10])[C:4]1[CH:9]=[CH:8][CH:7]=[N:6][CH:5]=1.[C:11]([O:15][C:16]([C:18]1[CH:19]=[C:20]([CH:24]=[CH:25][CH:26]=1)[C:21](O)=O)=[O:17])([CH3:14])([CH3:13])[CH3:12].N>>[N:6]1[CH:7]=[CH:8][CH:9]=[C:4]([C:3]2[N:10]=[C:21]([C:20]3[CH:19]=[C:18]([CH:26]=[CH:25][CH:24]=3)[C:16]([O:15][C:11]([CH3:14])([CH3:12])[CH3:13])=[O:17])[O:1][N:2]=2)[CH:5]=1. Reported procedure: N′-Hydroxynicotinimidamide (274 mg, 2.00 mmol) was coupled with 3-(tert-butoxycarbonyl)benzoic acid (Aldrich) according to the procedure described in Example 8. 1H NMR (300 MHz, CD3OD) δ 1.65 (s, 9 H), 7.65 (ddd, J=7.9, 4.8, 0.8 Hz, 1 H), 7.71-7.77 (m, 1 H), 8.26 (ddd, J=7.7, 1.8, 1.6 Hz, 1 H), 8.42-8.46 (m, 1 H), 8.57 (dt, J=7.9, 2.0 Hz, 1 H), 8.73-8.78 (m, 2 H), 9.31 (dd, J=2.2, 1.0 Hz, 1 H) ppm; MS (DCI/NH3) m/z 324 (M+H)+. Reactants: COC(=O)CC(=O)Nc1cc(C)c(Oc2ccc(O)c(C(C)C)c2)c(C)c1, CO, [K+], [OH-], O. Product: Cc1cc(NC(=O)CC(=O)O)cc(C)c1Oc1ccc(O)c(C(C)C)c1. As a reaction SMILES: [CH3:1][O:2][C:3]([CH2:4][C:5](=[O:6])[NH:7][c:8]1[cH:9][c:10]([CH3:26])[c:11]([O:15][c:16]2[cH:17][c:18]([CH:23]([CH3:24])[CH3:25])[c:19]([OH:22])[cH:20][cH:21]2)[c:12]([CH3:14])[cH:13]1)=[O:27].[CH3:30][OH:31].[K+:29].[OH-:28].[OH2:32]>>[O:2]=[C:3]([CH2:4][C:5](=[O:6])[NH:7][c:8]1[cH:9][c:10]([CH3:26])[c:11]([O:15][c:16]2[cH:17][c:18]([CH:23]([CH3:24])[CH3:25])[c:19]([OH:22])[cH:20][cH:21]2)[c:12]([CH3:14])[cH:13]1)[OH:27].